This data is from the Open Reaction Database (ORD), a public repository of structured organic reaction records. The task is: describe an organic reaction: reactants, conditions, products, and yield Reactants: C(C(O)C(O)C(=O)O)(=O)O (tartaric acid), ClC1=CC=C(C=C1)CC(=O)O[C@@H]1CC[C@H](CC1)C1=CC=C(C=C1)CN(C)C (trans-O-(4-chlorophenylacetyl)-4-(4-dimethylaminomethylphenyl)-cyclohexanol), C(C)OCC (Diethyl ether). Run in C(C)O (ethanol). Conditions: time 8 hour. The product is ClC1=CC=C(C=C1)CC(=O)O[C@@H]1CC[C@H](CC1)C1=CC=C(C=C1)CN(C)C.C(=O)([O-])C(O)C(O)C(=O)[O-] (trans-O-(4-Chlorophenylacetyl)-4-(4-dimethylaminomethylphenyl)-cyclohexanol tartrate). Reaction SMILES: [C:1]([OH:10])(=[O:9])[CH:2]([CH:4]([C:6]([OH:8])=[O:7])[OH:5])[OH:3].[Cl:11][C:12]1[CH:17]=[CH:16][C:15]([CH2:18][C:19]([O:21][C@H:22]2[CH2:27][CH2:26][C@H:25]([C:28]3[CH:33]=[CH:32][C:31]([CH2:34][N:35]([CH3:37])[CH3:36])=[CH:30][CH:29]=3)[CH2:24][CH2:23]2)=[O:20])=[CH:14][CH:13]=1.C(OCC)C>C(O)C>[Cl:11][C:12]1[CH:17]=[CH:16][C:15]([CH2:18][C:19]([O:21][C@H:22]2[CH2:23][CH2:24][C@H:25]([C:28]3[CH:29]=[CH:30][C:31]([CH2:34][N:35]([CH3:36])[CH3:37])=[CH:32][CH:33]=3)[CH2:26][CH2:27]2)=[O:20])=[CH:14][CH:13]=1.[C:6]([CH:4]([CH:2]([C:1]([O-:10])=[O:9])[OH:3])[OH:5])([O-:8])=[O:7] |f:4.5|. Procedure details: First 0.15 g (0.001 mol) of anhydrous tartaric acid and then 0.39 g (0.001 mol) of trans-O-(4-chlorophenylacetyl)-4-(4-dimethylaminomethylphenyl)-cyclohexanol are dissolved in 7 ml of absolute ethanol. Diethyl ether is then added to the clear solution until it becomes slightly cloudy and it is then left to stand for 8 hours at +4° C. The crystalline product precipitated is suction filtered, washed with diethyl ether and dried. Starting materials: ClC1=C(C=CC=C1[N+](=O)[O-])[N+](=O)[O-] (1-chloro-2,6-dinitrobenzene), C(C)O (ethanol), C(O)CN (ethanolamine). Run in O (water). Reaction conditions: temperature 70 celsius, time 30 minute. Product: [N+](=O)([O-])C1=C(C(=CC=C1)[N+](=O)[O-])NCCO (2-[(2,6-Dinitrophenyl)amino]ethanol). Isolated yield 89.5%. Reaction SMILES: Cl[C:2]1[C:7]([N+:8]([O-:10])=[O:9])=[CH:6][CH:5]=[CH:4][C:3]=1[N+:11]([O-:13])=[O:12].C(O)C.[CH2:17]([CH2:19][NH2:20])[OH:18]>O>[N+:11]([C:3]1[CH:4]=[CH:5][CH:6]=[C:7]([N+:8]([O-:10])=[O:9])[C:2]=1[NH:20][CH2:19][CH2:17][OH:18])([O-:13])=[O:12]. Procedure: 25 g (0.123 mol) of 1-chloro-2,6-dinitrobenzene are placed in a three-necked, round-bottomed flask containing 180 ml of ethanol. The reaction mixture is heated to 70° C., 22.3 g (0.365 mol) of ethanolamine are added dropwise over 15 minutes and the mixture is left stirring at this temperature for 30 minutes. The temperature of the reaction mixture is left to return to room temperature and 1 liter of water is then added. The product crystallizes, is sucked dry, is washed with water and is dried. ... The reactants are BrC=1C=C(C=CC1OC)CCC(=O)O (3-(3-Bromo-4-methoxyphenyl)propionic acid), S(=O)(Cl)Cl (thionyl chloride), [Cl-].[Al+3].[Cl-].[Cl-] (aluminum chloride). The solvent is O (water). Reaction conditions: time 1 hour. The product is BrC=1C=C2CCC(C2=CC1OC)=O (5-Bromo-6-methoxy-1-indanone). Yield: 92.4%. As a reaction SMILES: [Br:1][C:2]1[CH:3]=[C:4]([CH2:10][CH2:11][C:12]([OH:14])=O)[CH:5]=[CH:6][C:7]=1[O:8][CH3:9].S(Cl)(Cl)=O.[Cl-].[Al+3].[Cl-].[Cl-]>O>[Br:1][C:2]1[CH:3]=[C:4]2[C:5](=[CH:6][C:7]=1[O:8][CH3:9])[C:12](=[O:14])[CH2:11][CH2:10]2 |f:2.3.4.5|. Procedure details: 3-(3-Bromo-4-methoxyphenyl)propionic acid (5.0 g, 19.3 mmol) and thionyl chloride (10 ml) were refluxed for 1 hour. This reaction mixture was concentrated under reduced pressure to remove the excess thionyl chloride and the residue was dissolved in 1,2-dichloroethane (50 ml). To this solution was added aluminum chloride (2.8 g, 20.8 mmol) over 10 minutes on an ice bath and the mixture was further stirred at room temperature for 1 hour. This reaction mixture was poured in iced water and extracted... The reactants are solution, CN (methylamine), FC=1C=C2C=CC(=NC2=CC1)N1CC2(C1)CC(C2)NC(=O)OCC2=CC(=NO2)C(=O)OCC (ethyl 5-[2-(6-fluoroquinolin-2-yl)-2-azaspiro[3.3]hept-6-ylcarbamoyloxymethyl]isoxazole-3-carboxylate). The solvent is C(C)O (ethanol). Product: FC=1C=C2C=CC(=NC2=CC1)N1CC2(C1)CC(C2)NC(OCC2=CC(=NO2)C(NC)=O)=O (3-(Methylcarbamoyl)isoxazol-5-ylmethyl 2-(6-fluoroquinolin-2-yl)-2-azaspiro[3.3]hept-6-ylcarbamate). As a reaction SMILES: [F:1][C:2]1[CH:3]=[C:4]2[C:9](=[CH:10][CH:11]=1)[N:8]=[C:7]([N:12]1[CH2:15][C:14]3([CH2:18][CH:17]([NH:19][C:20]([O:22][CH2:23][C:24]4[O:28][N:27]=[C:26]([C:29](OCC)=[O:30])[CH:25]=4)=[O:21])[CH2:16]3)[CH2:13]1)[CH:6]=[CH:5]2.[CH3:34][NH2:35]>C(O)C>[F:1][C:2]1[CH:3]=[C:4]2[C:9](=[CH:10][CH:11]=1)[N:8]=[C:7]([N:12]1[CH2:13][C:14]3([CH2:16][CH:17]([NH:19][C:20](=[O:21])[O:22][CH2:23][C:24]4[O:28][N:27]=[C:26]([C:29](=[O:30])[NH:35][CH3:34])[CH:25]=4)[CH2:18]3)[CH2:15]1)[CH:6]=[CH:5]2. Procedure: In a sealed tube, a solution of 0.130 g (0.28 mmol) of ethyl 5-[2-(6-fluoroquinolin-2-yl)-2-azaspiro[3.3]hept-6-ylcarbamoyloxymethyl]isoxazole-3-carboxylate, prepared in step 11.9., in 4.13 mL (28.01 mmol) of a solution (8M) of methylamine in ethanol, is stirred at room temperature for 5 hours. The mixture is evaporated to dryness. The residue obtained is crystallized from hot ether. The precipitate thus formed is filtered off and rinsed thoroughly with ether. After drying under vacuum at about ... Starting materials: BrC1=CC=C(S1)C(=O)OC (methyl 5-bromothiophene-2-carboxylate), C(C)(C)(C)OC(=O)N1C(=CC=C1)B(O)O (1-(tert-butoxycarbonyl)pyrrole-2-boronic acid), C([O-])([O-])=O.[Na+].[Na+] (sodium carbonate). The reagents and catalysts are Cl[Pd]([P](C1=CC=CC=C1)(C2=CC=CC=C2)C3=CC=CC=C3)([P](C4=CC=CC=C4)(C5=CC=CC=C5)C6=CC=CC=C6)Cl (dichlorobis (triphenylphosphine)palladium(II)). The solvent is COCCOC.O.C(C)O (1,2-dimethoxyethane water ethanol). Run at temperature 60 celsius. The product is COC(=O)C1=CC=C(S1)C=1N(C=CC1)C(=O)OC(C)(C)C (tert-butyl 2-(5-(methoxycarbonyl)thiophen-2-yl)-1H-pyrrole-1-carboxylate). Reaction SMILES: Br[C:2]1[S:6][C:5]([C:7]([O:9][CH3:10])=[O:8])=[CH:4][CH:3]=1.[C:11]([O:15][C:16]([N:18]1[CH:22]=[CH:21][CH:20]=[C:19]1B(O)O)=[O:17])([CH3:14])([CH3:13])[CH3:12].C(=O)([O-])[O-].[Na+].[Na+]>COCCOC.O.C(O)C.Cl[Pd](Cl)([P](C1C=CC=CC=1)(C1C=CC=CC=1)C1C=CC=CC=1)[P](C1C=CC=CC=1)(C1C=CC=CC=1)C1C=CC=CC=1>[CH3:10][O:9][C:7]([C:5]1[S:6][C:2]([C:19]2[N:18]([C:16]([O:15][C:11]([CH3:14])([CH3:13])[CH3:12])=[O:17])[CH:22]=[CH:21][CH:20]=2)=[CH:3][CH:4]=1)=[O:8] |f:2.3.4,5.6.7,^1:44,63|. Procedure: A mixture of methyl 5-bromothiophene-2-carboxylate (4 g), 1-(tert-butoxycarbonyl)pyrrole-2-boronic acid (3.8 g), dichlorobis (triphenylphosphine)palladium(II) (1.2 g) and 2M sodium carbonate solution (18 mL) in DME/water/ethanol (7/3/2, 200 mL) was heated at 60° C. for 4 hours, cooled and partitioned between ethyl acetate and brine. The extract was washed with water and concentrated, and the concentrate was flash chromatographed on silica gel with 5-40% ethyl acetate in hexane. The reactants are [N+](=O)([O-])C1=CC=C(C=C1)C1=CC=C(O1)C(=O)C (methyl 5-(p-nitrophenyl)-2-furyl ketone). The reagents and catalysts are [Ni] (Ni). Solvent: C(C)O (ethanol). Reaction conditions: time 1 hour. The product is NC1=CC=C(C=C1)C1=CC=C(O1)C(=O)C (methyl 5-(p-aminophenyl)-2-furyl ketone). Isolated yield 81.5%. As a reaction SMILES: [N+:1]([C:4]1[CH:9]=[CH:8][C:7]([C:10]2[O:14][C:13]([C:15]([CH3:17])=[O:16])=[CH:12][CH:11]=2)=[CH:6][CH:5]=1)([O-])=O>[Ni].C(O)C>[NH2:1][C:4]1[CH:9]=[CH:8][C:7]([C:10]2[O:14][C:13]([C:15]([CH3:17])=[O:16])=[CH:12][CH:11]=2)=[CH:6][CH:5]=1. Reported procedure: A mixture of 58 g (0.25 mole) of methyl 5-(p-nitrophenyl)-2-furyl ketone, 2 tsp. of Raney Ni and 750 ml of ethanol was shaken under hydrogen pressure for one hour with the theoretical amount of H2 being absorbed. An additional 2000 ml of ethanol was added to the reaction mixture. The mixture was heated to reflux and the catalyst was removed by filtration. The filtrate was treated with ethereal HCl and the resulting solid was filtered and air-dried to yield 41 g (8.15%) of methyl 5-(p-aminophenyl... Starting materials: solution, Cl (hydrogen chloride), aqueous solution, [OH-].[Na+] (sodium hydroxide), resultant suspension, CN1N=C(C(=C1)CN1CCC(CC1)C1=CC=C(C(=O)NC2=C(C=CC=C2)NC(OC(C)(C)C)=O)C=C1)C (tert-Butyl (2-{[4-(1-{1,3-dimethyl-1H-pyrazol-4-ylmethyl}piperidin-4-yl)benzoyl]amino}phenyl)carbamate). Solvent: O1CCOCC1 (1,4 dioxane), O (water), C(C)OCC (diethyl ether), O1CCOCC1 (1,4 dioxane). Conditions: temperature 0 celsius, time 18 hour. Yields the product NC1=C(C=CC=C1)NC(C1=CC=C(C=C1)C1CCN(CC1)CC=1C(=NN(C1)C)C)=O (N-(2-Aminophenyl)-4-{1-[(1,3-dimethyl-1H-pyrazol-4-yl)methyl]piperidin-4-yl}benzamide). Isolated yield 93.3%. As a reaction SMILES: [CH3:1][N:2]1[CH:6]=[C:5]([CH2:7][N:8]2[CH2:13][CH2:12][CH:11]([C:14]3[CH:36]=[CH:35][C:17]([C:18]([NH:20][C:21]4[CH:26]=[CH:25][CH:24]=[CH:23][C:22]=4[NH:27]C(=O)OC(C)(C)C)=[O:19])=[CH:16][CH:15]=3)[CH2:10][CH2:9]2)[C:4]([CH3:37])=[N:3]1.Cl.[OH-].[Na+]>O1CCOCC1.O.C(OCC)C>[NH2:27][C:22]1[CH:23]=[CH:24][CH:25]=[CH:26][C:21]=1[NH:20][C:18](=[O:19])[C:17]1[CH:35]=[CH:36][C:14]([CH:11]2[CH2:10][CH2:9][N:8]([CH2:7][C:5]3[C:4]([CH3:37])=[N:3][N:2]([CH3:1])[CH:6]=3)[CH2:13][CH2:12]2)=[CH:15][CH:16]=1 |f:2.3|. Reported procedure: tert-Butyl (2-{[4-(1-{1,3-dimethyl-1H-pyrazol-4-ylmethyl}piperidin-4-yl)benzoyl]amino}phenyl)carbamate (prepared as described in Method 6 below; 7.61 g, 15.11 mmol) was dissolved in 1,4 dioxane (70 ml) and cooled to 0° C., using an ice-water bath. A 4M solution of hydrogen chloride in 1,4 dioxane (150 ml, 600 mmol) was then added slowly. The resultant suspension was allowed to warm to room temperature and lumps broken up by agitation with a glass rod. The reaction mixture was stirred at room tem... The reactants are C1CCOC1, COCC(C)O, CC(C)OC(=O)N=NC(=O)OC(C)C, c1ccc(P(c2ccccc2)c2ccccc2)cc1, Oc1ccncc1. The product is COCC(C)Oc1ccncc1. As a reaction SMILES: [CH2:47]1[O:48][CH2:49][CH2:50][CH2:51]1.[CH3:8][O:9][CH2:10][CH:11]([CH3:12])[OH:13].[O:33]=[C:34]([O:35][CH:36]([CH3:37])[CH3:38])[N:39]=[N:40][C:41]([O:42][CH:43]([CH3:44])[CH3:45])=[O:46].[c:14]1([P:15]([c:16]2[cH:17][cH:18][cH:19][cH:20][cH:21]2)[c:22]2[cH:23][cH:24][cH:25][cH:26][cH:27]2)[cH:28][cH:29][cH:30][cH:31][cH:32]1.[n:1]1[cH:2][cH:3][c:4]([OH:7])[cH:5][cH:6]1>>[n:1]1[cH:2][cH:3][c:4]([O:7][CH:11]([CH2:10][O:9][CH3:8])[CH3:12])[cH:5][cH:6]1.